This data is from the Open Reaction Database (ORD), a public repository of structured organic reaction records. The task is: describe an organic reaction: reactants, conditions, products, and yield The reactants are [Br-], C1CCOC1, CCOCC, C[Mg+], Cn1cncc1C=O, O. Product: CC(O)c1cncn1C. RXN SMILES: [Br-:1].[CH2:18]1[O:19][CH2:20][CH2:21][CH2:22]1.[CH3:13][CH2:14][O:15][CH2:16][CH3:17].[CH3:2][Mg+:3].[CH:4](=[O:5])[c:6]1[cH:7][n:8][cH:9][n:10]1[CH3:11].[OH2:12]>>[CH3:2][CH:4]([OH:5])[c:6]1[cH:7][n:8][cH:9][n:10]1[CH3:11]. RXN SMILES: [NH2:1][C:2]1[C:3]([C:14]2[CH:40]=[CH:39][C:17]([C:18]([NH:20][C@@H:21]([C:31]3[CH:36]=[C:35]([F:37])[CH:34]=[C:33]([Br:38])[CH:32]=3)[CH2:22][NH:23]C(=O)OC(C)(C)C)=[O:19])=[C:16]([F:41])[CH:15]=2)=[N:4][C:5]([CH:8]2[CH2:13][CH2:12][O:11][CH2:10][CH2:9]2)=[CH:6][N:7]=1.[C:42]([OH:48])([C:44]([F:47])([F:46])[F:45])=[O:43]>C(Cl)Cl>[NH2:23][CH2:22][C@@H:21]([NH:20][C:18](=[O:19])[C:17]1[CH:39]=[CH:40][C:14]([C:3]2[C:2]([NH2:1])=[N:7][CH:6]=[C:5]([CH:8]3[CH2:9][CH2:10][O:11][CH2:12][CH2:13]3)[N:4]=2)=[CH:15][C:16]=1[F:41])[C:31]1[CH:36]=[C:35]([F:37])[CH:34]=[C:33]([Br:38])[CH:32]=1.[C:42]([OH:48])([C:44]([F:47])([F:46])[F:45])=[O:43]. The product is NC[C@H](C1=CC(=CC(=C1)F)Br)NC(C1=C(C=C(C=C1)C1=NC(=CN=C1N)C1CCOCC1)F)=O ((S)—N-(2-amino-1-(3-bromo-5-fluorophenyl)ethyl)-4-(3-amino-6-(tetrahydro-2H-pyran-4-yl)pyrazin-2-yl)-2-fluorobenzamide), C(=O)(C(F)(F)F)O (TFA). Reported procedure: To a solution of (S)-tert-butyl (2-(4-(3-amino-6-(tetrahydro-2H-pyran-4-yl)pyrazin-2-yl)-2-fluorobenzamido)-2-(3-bromo-5-fluorophenyl)ethyl)carbamate (69 mg, 0.110 mmol) in DCM (1.0 mL) was added TFA (0.5 mL) and stirred at room temperature for 1 h. The reaction mixture was concentrated to dryness, then dissolved in DMSO and subject to prep HPLC. Pure fraction was combined and lyophilized to yield final product as a TFA salt. LCMS (m/z): 532.1/534.1 (MH+), 0.69 min; 1H NMR (400 MHz, Methanol-d4)... Starting materials: NC=1C(=NC(=CN1)C1CCOCC1)C1=CC(=C(C(=O)N[C@H](CNC(OC(C)(C)C)=O)C2=CC(=CC(=C2)F)Br)C=C1)F ((S)-tert-butyl (2-(4-(3-amino-6-(tetrahydro-2H-pyran-4-yl)pyrazin-2-yl)-2-fluorobenzamido)-2-(3-bromo-5-fluorophenyl)ethyl)carbamate), C(=O)(C(F)(F)F)O (TFA). The solvent is C(Cl)Cl (DCM). Reaction conditions: time 1 hour. Reactants: FC([C@@H]1CC[C@H](CC1)NC(C1=C(C(=C(C(=C1)[N+](=O)[O-])NC)F)F)=O)(F)F (N-(trans-4-trifluoromethyl-cyclohexyl)-2,3-difluoro-4-methylamino-5-nitro-benzoic acid amide), F[C@H]1CNCC1 ((R)-3-fluoropyrrolidine), Cl (HCl), CCN(C(C)C)C(C)C (DIPEA). Solvent: CC#N (MeCN). The product is FC([C@@H]1CC[C@H](CC1)NC(C1=C(C(=C(C(=C1)[N+](=O)[O-])NC)F)N1C[C@@H](CC1)F)=O)(F)F ((R)—N-(trans-4-Trifluoromethyl-cyclohexyl)-2-[3-fluoro-pyrrolidinyl]-3-fluoro-4-methylamino-5-nitro-benzoic acid amide). Reaction SMILES: [F:1][C:2]([F:26])([F:25])[C@H:3]1[CH2:8][CH2:7][C@H:6]([NH:9][C:10](=[O:24])[C:11]2[CH:16]=[C:15]([N+:17]([O-:19])=[O:18])[C:14]([NH:20][CH3:21])=[C:13]([F:22])[C:12]=2F)[CH2:5][CH2:4]1.[F:27][C@@H:28]1[CH2:32][CH2:31][NH:30][CH2:29]1.Cl.CCN(C(C)C)C(C)C>CC#N>[F:1][C:2]([F:25])([F:26])[C@H:3]1[CH2:4][CH2:5][C@H:6]([NH:9][C:10](=[O:24])[C:11]2[CH:16]=[C:15]([N+:17]([O-:19])=[O:18])[C:14]([NH:20][CH3:21])=[C:13]([F:22])[C:12]=2[N:30]2[CH2:31][CH2:32][C@@H:28]([F:27])[CH2:29]2)[CH2:7][CH2:8]1. Reported procedure: The sub-title compound is prepared in analogy to procedure 6a from N-(trans-4-trifluoromethyl-cyclohexyl)-2,3-difluoro-4-methylamino-5-nitro-benzoic acid amide (200 mg, 0.52 mmol), (R)-3-fluoropyrrolidine×HCl (72 mg, 0.57 mmol), DIPEA (0.76 mL, 4.4 mmol) and MeCN (5 mL). Yield: 230 mg. HPLC Rt=1.52 min (method A). MS m/z: 451 [M+H]+. Starting materials: O=C[C@H](O)[C@@H](O)[C@H](O)[C@H](O)CO (Dextrose), C1(=CC=CC=C1)[C@H](C(=O)N[C@@H]1[C@H]2CCC=C(N2C1=O)C(=O)O)N ((-)-cis-7-[(R)-2-phenyl-2-aminoacetamido]-1-azabicyclo[4,2,0]oct-2-en-8-on-2-carboxylic acid), C1(=CC=CC=C1)[C@H](C(=O)N[C@@H]1[C@H]2CCC=C(N2C1=O)C(=O)O)N ((+)-cis-7-[(R)-2-phenyl-2-aminoacetamido]-1-azabicyclo[4,2,0]oct-2-en-8-on-2-carboxylic acid). Reaction conditions: time 48 hour. The product is NC1C2CCC=C(N2C1=O)C(=O)O ((+)-7-amino-1-azabicyclo[4,2,0]oct-2-en-8-on-2-carboxylic acid). Reaction SMILES: O=C[C@@H]([C@H]([C@@H]([C@@H](CO)O)O)O)O.C1([C@@H](N)C([NH:22][C@H:23]2[C:30](=[O:31])[N:29]3[C@@H:24]2[CH2:25][CH2:26][CH:27]=[C:28]3[C:32]([OH:34])=[O:33])=O)C=CC=CC=1>>[NH2:22][CH:23]1[C:30](=[O:31])[N:29]2[CH:24]1[CH2:25][CH2:26][CH:27]=[C:28]2[C:32]([OH:34])=[O:33]. Reported procedure: Clostridium acetobutylicum IFO 3346 is inoculated in 100 ml of Potato Dextrose Broth (product of DIFCO Lab.). Air in the fermentor is replaced with sterilized nitrogen gas and the fermentor is sealed. Culturing is carried out at a temperature of 30° C. for 48 hours. After the cultivation, cells are recovered, washed with physiological saline solution and suspended in 2 ml of 1/30 M potassium phosphate buffer (pH 7.0). 0.5 ml of the substrate solution prepared as in Example 5 and the cell suspens... Starting materials: CCOC(=O)CCCn1cc(C(=O)C=Cc2ccccc2)c2ccccc21, CCCC(CCCCCCC(=O)c1cn(CCCC(=O)OCC)c2ccccc12)c1ccc(CC(C)C)cc1. Product: O=C(O)CCCn1cc(C(=O)C=Cc2ccccc2)c2ccccc21. As a reaction SMILES: [C:1]([CH:2]=[CH:3][c:4]1[cH:5][cH:6][cH:7][cH:8][cH:9]1)(=[O:10])[c:11]1[cH:12][n:13]([CH2:20][CH2:21][CH2:22][C:23](=[O:24])[O:25][CH2:26][CH3:27])[c:14]2[cH:15][cH:16][cH:17][cH:18][c:19]12.[CH2:28]([c:29]1[cH:30][cH:31][c:32]([CH:33]([CH2:34][CH2:35][CH3:36])[CH2:37][CH2:38][CH2:39][CH2:40][CH2:41][CH2:42][C:43]([c:44]2[c:45]3[c:46]([cH:47][cH:48][cH:49][cH:50]3)[n:51]([CH2:52][CH2:53][CH2:54][C:55]([O:56][CH2:57][CH3:58])=[O:59])[cH:60]2)=[O:61])[cH:62][cH:63]1)[CH:64]([CH3:65])[CH3:66]>>[C:1]([CH:2]=[CH:3][c:4]1[cH:5][cH:6][cH:7][cH:8][cH:9]1)(=[O:10])[c:11]1[cH:12][n:13]([CH2:20][CH2:21][CH2:22][C:23](=[O:24])[OH:25])[c:14]2[cH:15][cH:16][cH:17][cH:18][c:19]12. The reactants are ClC1=CC=C(C=C1)C1=C(C=2N(C=C1)C(NN2)=O)C2=CC=NC=C2 (7-(4-chlorophenyl)-8-(pyridin-4-yl)-[1,2,4]triazolo[4,3-a]pyridin-3(2H)-one), ClCC=1C(=NC(=CC1)C(F)(F)F)CC (3-(chloromethyl)-2-ethyl-6-(trifluoromethyl)pyridine), C(=O)([O-])[O-].[K+].[K+] (K2CO3), ClCC=1C(=NC(=CC1)C(F)(F)F)CC (3-(chloromethyl)-2-ethyl-6-(trifluoromethyl)pyridine), C(=O)([O-])[O-].[K+].[K+] (K2CO3), ClCC=1C(=NC(=CC1)C(F)(F)F)CC (3-(chloromethyl)-2-ethyl-6-(trifluoromethyl)pyridine), C(=O)([O-])[O-].[K+].[K+] (K2CO3). Reagents/catalysts: C(C)(C)N(CC)C(C)C (diisopropylethylamine). The solvent is CN(C)C=O (DMF). Conditions: temperature 80 celsius. The product is ClC1=CC=C(C=C1)C1=C(C=2N(C=C1)C(N(N2)CC=2C(=NC(=CC2)C(F)(F)F)CC)=O)C2=CC=NC=C2 (7-(4-chlorophenyl)-2-((2-ethyl-6-(trifluoromethyl)pyridin-3-yl)methyl)-8-(pyridin-4-yl)-[1,2,4]triazolo[4,3-a]pyridin-3(2H)-one). The yield is 95.0%. Reaction SMILES: [Cl:1][C:2]1[CH:7]=[CH:6][C:5]([C:8]2[CH:13]=[CH:12][N:11]3[C:14](=[O:17])[NH:15][N:16]=[C:10]3[C:9]=2[C:18]2[CH:23]=[CH:22][N:21]=[CH:20][CH:19]=2)=[CH:4][CH:3]=1.Cl[CH2:25][C:26]1[C:27]([CH2:36][CH3:37])=[N:28][C:29]([C:32]([F:35])([F:34])[F:33])=[CH:30][CH:31]=1.C([O-])([O-])=O.[K+].[K+]>CN(C=O)C.C(N(C(C)C)CC)(C)C>[Cl:1][C:2]1[CH:7]=[CH:6][C:5]([C:8]2[CH:13]=[CH:12][N:11]3[C:14](=[O:17])[N:15]([CH2:25][C:26]4[C:27]([CH2:36][CH3:37])=[N:28][C:29]([C:32]([F:35])([F:33])[F:34])=[CH:30][CH:31]=4)[N:16]=[C:10]3[C:9]=2[C:18]2[CH:19]=[CH:20][N:21]=[CH:22][CH:23]=2)=[CH:4][CH:3]=1 |f:2.3.4|. Procedure: To a solution of 7-(4-chlorophenyl)-8-(pyridin-4-yl)-[1,2,4]triazolo[4,3-a]pyridin-3(2H)-one (65 mg, 0.20 mmol) and 3-(chloromethyl)-2-ethyl-6-(trifluoromethyl)pyridine (60 mg, 0.24 mmol) in anhydrous DMF (1.0 mL) at room temperature was added anhydrous K2CO3 (66 mg, 0.48 mmol). The resulting suspension was stirred at 80° C. The reaction progressed slowly, and additional 3-(chloromethyl)-2-ethyl-6-(trifluoromethyl)pyridine (60 mg, 0.24 mmol) and K2CO3 (66 mg, 0.48 mmol) were added after 1.5 h. A... Reactants: CCO, [H][H], C=C(C)Cn1c2ccccc2c2cc(C(N)=O)c(N)nc21. Yields the product CC(C)Cn1c2ccccc2c2cc(C(N)=O)c(N)nc21. RXN SMILES: [CH3:24][CH2:25][OH:26].[H:22][H:23].[NH2:1][c:2]1[c:3]([C:19](=[O:20])[NH2:21])[cH:4][c:5]2[c:6]([n:7]([CH2:14][C:15](=[CH2:16])[CH3:17])[c:8]3[cH:9][cH:10][cH:11][cH:12][c:13]23)[n:18]1>>[NH2:1][c:2]1[c:3]([C:19](=[O:20])[NH2:21])[cH:4][c:5]2[c:6]([n:7]([CH2:14][CH:15]([CH3:16])[CH3:17])[c:8]3[cH:9][cH:10][cH:11][cH:12][c:13]23)[n:18]1. The reactants are solution, Cl (hydrogen chloride), C(C)(=O)O[BH-](OC(C)=O)OC(C)=O.[Na+] (sodium triacetoxyborohydride), C(C1=CC=CC=C1)N(C[C@@H](CN1CCN(CC1)C(=O)OC(C)(C)C)OC)CC1=CC=CC=C1 (tert-butyl 4-[(2S)-3-(dibenzylamino)-2-methoxy-propyl]piperazine-1-carboxylate), C=O (formaldehyde), N (ammonia). Run in O1CCOCC1 (dioxane), ClCCl (dichloromethane), O (water), C(C)#N (acetonitrile). Conditions: time 0.5 hour. The product is C(C1=CC=CC=C1)N(C[C@@H](CN1CCN(CC1)C)OC)CC1=CC=CC=C1 ((2S)—N,N-dibenzyl-2-methoxy-3-(4-methylpiperazin-1-yl)propan-1-amine). Yield: 82.2%. Reaction SMILES: [CH2:1]([N:8]([CH2:27][C:28]1[CH:33]=[CH:32][CH:31]=[CH:30][CH:29]=1)[CH2:9][C@H:10]([O:25][CH3:26])[CH2:11][N:12]1[CH2:17][CH2:16][N:15]([C:18](OC(C)(C)C)=O)[CH2:14][CH2:13]1)[C:2]1[CH:7]=[CH:6][CH:5]=[CH:4][CH:3]=1.Cl.C=O.C(O[BH-](OC(=O)C)OC(=O)C)(=O)C.[Na+].N>ClCCl.O1CCOCC1.O.C(#N)C>[CH2:27]([N:8]([CH2:1][C:2]1[CH:3]=[CH:4][CH:5]=[CH:6][CH:7]=1)[CH2:9][C@H:10]([O:25][CH3:26])[CH2:11][N:12]1[CH2:13][CH2:14][N:15]([CH3:18])[CH2:16][CH2:17]1)[C:28]1[CH:33]=[CH:32][CH:31]=[CH:30][CH:29]=1 |f:3.4|. Procedure details: Tert-butyl 4-[(2S)-3-(dibenzylamino)-2-methoxy-propyl]piperazine-1-carboxylate 35b (4.36 g, 9.60 mmol) was dissolved in 30 mL of dichloromethane followed by the addition of 20 mL of a 4 M solution of hydrogen chloride in dioxane. The reaction solution was stirred for 0.5 hours. The resulting solution was concentrated under reduced pressure. The residue was added with 30 mL of acetonitrile, 30 mL of water and formaldehyde (0.58 g, 19.20 mmol) successively. The reaction solution was stirred for 0....